Task: describe an organic reaction: reactants, conditions, products, and yield. Dataset: the Open Reaction Database (ORD), a public repository of structured organic reaction records Reactants: BrCCCCC1=CC=C(C=C1)OC (1-(4-bromo-butyl)-4-methoxy-benzene), N1C(=NC=C1)CCO (2-(1H-imidazol-2-yl)-ethanol), [I-].[K+] (potassium iodide), [OH-].[Na+] (sodium hydroxide), CC(C)(CC)O (2-methyl-2-butanol). The product is COC1=CC=C(C=C1)CCCCN1C(=NC=C1)CCO (2-{1-[4-(4-Methoxy-phenyl)-butyl]-1H-imidazol-2-yl}-ethanol). Reaction SMILES: Br[CH2:2][CH2:3][CH2:4][CH2:5][C:6]1[CH:11]=[CH:10][C:9]([O:12][CH3:13])=[CH:8][CH:7]=1.[NH:14]1[CH:18]=[CH:17][N:16]=[C:15]1[CH2:19][CH2:20][OH:21].[I-].[K+].[OH-].[Na+].CC(O)(CC)C>>[CH3:13][O:12][C:9]1[CH:10]=[CH:11][C:6]([CH2:5][CH2:4][CH2:3][CH2:2][N:14]2[CH:18]=[CH:17][N:16]=[C:15]2[CH2:19][CH2:20][OH:21])=[CH:7][CH:8]=1 |f:2.3,4.5|. Procedure details: A mixture of 3.65 g (15.0 mmol) 1-(4-bromo-butyl)-4-methoxy-benzene, 2.52 g (22.5 mmol) 2-(1H-imidazol-2-yl)-ethanol, 2.74 g (16.5 mmol) potassium iodide, 0.90 g (22.5 mmol) sodium hydroxide and 15 ml 2-methyl-2-butanol was heated to reflux for 12 h. Solvents were distilled off, the residue dissolved in toluene and washed with water. After drying over Na2SO4 and removal of solvents in vacuo the residue was stirred with 7 ml ethyl acetate, isolated by filtration, washed with ethyl acetate and dri... Starting materials: CCN(C(C)C)C(C)C, CNC(=O)c1c(-c2ccc(F)cc2)oc2ccc(-c3cc(C(=O)NC4(C(=O)O)CC4)ccc3C)cc12, CC(C)(C)OC(=O)NN, CN(C)C=O, O. Product: CNC(=O)c1c(-c2ccc(F)cc2)oc2ccc(-c3cc(C(=O)NC4(C(=O)NNC(=O)OC(C)(C)C)CC4)ccc3C)cc12. RXN SMILES: [CH:46]([N:47]([CH2:48][CH3:49])[CH:50]([CH3:51])[CH3:52])([CH3:53])[CH3:54].[F:1][c:2]1[cH:3][cH:4][c:5](-[c:8]2[o:9][c:10]3[c:11]([c:12]2[C:13]([NH:14][CH3:15])=[O:16])[cH:17][c:18](-[c:21]2[cH:22][c:23]([C:24](=[O:25])[NH:26][C:27]4([C:30](=[O:31])[OH:32])[CH2:28][CH2:29]4)[cH:33][cH:34][c:35]2[CH3:36])[cH:19][cH:20]3)[cH:6][cH:7]1.[NH:37]([NH2:38])[C:39](=[O:40])[O:41][C:42]([CH3:43])([CH3:44])[CH3:45].[O:56]=[CH:57][N:58]([CH3:59])[CH3:60].[OH2:55]>>[F:1][c:2]1[cH:3][cH:4][c:5](-[c:8]2[o:9][c:10]3[c:11]([c:12]2[C:13]([NH:14][CH3:15])=[O:16])[cH:17][c:18](-[c:21]2[cH:22][c:23]([C:24](=[O:25])[NH:26][C:27]4([C:30](=[O:31])[NH:38][NH:37][C:39](=[O:40])[O:41][C:42]([CH3:43])([CH3:44])[CH3:45])[CH2:28][CH2:29]4)[cH:33][cH:34][c:35]2[CH3:36])[cH:19][cH:20]3)[cH:6][cH:7]1. Reactants: Clc1cccc(N2CCNCC2)c1, COC(=O)C=Cc1ccncc1N=C=Nc1cccc(C(F)(F)F)c1. Yields the product COC(=O)CC1c2ccncc2N=C(N2CCN(c3cccc(Cl)c3)CC2)N1c1cccc(C(F)(F)F)c1. As a reaction SMILES: [Cl:26][c:27]1[cH:28][c:29]([N:33]2[CH2:34][CH2:35][NH:36][CH2:37][CH2:38]2)[cH:30][cH:31][cH:32]1.[F:1][C:2]([c:3]1[cH:4][c:5]([N:9]=[C:10]=[N:11][c:12]2[cH:13][n:14][cH:15][cH:16][c:17]2[CH:18]=[CH:19][C:20](=[O:21])[O:22][CH3:23])[cH:6][cH:7][cH:8]1)([F:24])[F:25]>>[F:1][C:2]([c:3]1[cH:4][c:5]([N:9]2[C:10]([N:36]3[CH2:35][CH2:34][N:33]([c:29]4[cH:28][c:27]([Cl:26])[cH:32][cH:31][cH:30]4)[CH2:38][CH2:37]3)=[N:11][c:12]3[cH:13][n:14][cH:15][cH:16][c:17]3[CH:18]2[CH2:19][C:20](=[O:21])[O:22][CH3:23])[cH:6][cH:7][cH:8]1)([F:24])[F:25]. RXN SMILES: [C:1](=[O:2])([O-:3])[O-:4].[C:8](=[O:9])([CH3:10])[O:11][CH:12]([C:13](=[O:14])[O:15][CH3:16])[CH2:17][CH2:18][N:19]=[N+:20]=[N-:21].[CH3:24][OH:25].[Cl-:22].[K+:5].[K+:6].[NH4+:23].[OH2:7]>>[OH:11][CH:12]([C:13](=[O:14])[O:15][CH3:16])[CH2:17][CH2:18][N:19]=[N+:20]=[N-:21]. Starting materials: O=C([O-])[O-], COC(=O)C(CCN=[N+]=[N-])OC(C)=O, CO, [Cl-], [K+], [K+], [NH4+], O. Yields the product COC(=O)C(O)CCN=[N+]=[N-]. The product is O=[N+]([O-])c1ccc(O)cc1Cl. Reaction SMILES: [CH3:13][C:14](=[O:15])[OH:16].[OH:1][N+:2]([O-:3])=[O:4].[OH:5][c:6]1[cH:7][cH:8][cH:9][c:10]([Cl:11])[cH:12]1>>[O-:1][N+:2](=[O:4])[c:9]1[cH:8][cH:7][c:6]([OH:5])[cH:12][c:10]1[Cl:11]. The reactants are CC(=O)O, O=[N+]([O-])O, Oc1cccc(Cl)c1. Yields the product CC(=O)OC(C)CCCCn1c(=O)c2c(nc(CO)n2C)n(C)c1=O. Reactants: CC(=O)OC(C)CCCCn1c(=O)c2[nH]c(CO)nc2n(C)c1=O, O=C([O-])[O-], CI, CN(C)C=O, [K+], [K+], O. Reaction SMILES: [C:1]([CH3:2])(=[O:3])[O:4][CH:5]([CH2:6][CH2:7][CH2:8][CH2:9][n:10]1[c:11](=[O:12])[n:13]([CH3:23])[c:14]2[n:15][c:16]([CH2:21][OH:22])[nH:17][c:18]2[c:19]1=[O:20])[CH3:24].[C:25](=[O:26])([O-:27])[O-:28].[CH3:31][I:32].[CH3:34][N:35]([CH3:36])[CH:37]=[O:38].[K+:29].[K+:30].[OH2:33]>>[C:1]([CH3:2])(=[O:3])[O:4][CH:5]([CH2:6][CH2:7][CH2:8][CH2:9][n:10]1[c:11](=[O:12])[n:13]([CH3:23])[c:14]2[n:15][c:16]([CH2:21][OH:22])[n:17]([CH3:25])[c:18]2[c:19]1=[O:20])[CH3:24]. The reactants are Grignard reagent, O1CCCC1 (tetrahydrofuran), COC(=O)C1=CC(=C(C=2OC(C3=C(OC21)C(=C(C=C3C)OC)C=O)=O)C)OC (4-Formyl-3,8-dimethoxy-1,9-dimethyl-11-oxo-11H-dibenzo[b,e][1,4]dioxepine-6-carboxylic acid methyl ester), O1CCCC1 (tetrahydrofuran), Cl (hydrochloric acid). Conditions: time 1 hour. Product: COC(=O)C1=CC(=C(C=2OC(C3=C(OC21)C(=C(C=C3C)OC)C(CC)O)=O)C)OC (4-(1-Hydroxy-propyl)-3,8-dimethoxy-1,9-dimethyl-11-oxo-11H-dibenzo[b,e][1,4]dioxepine-6-carboxylic acid methyl ester). Reaction SMILES: [CH3:1][O:2][C:3]([C:5]1[C:15]2[O:14][C:13]3[C:16]([CH:23]=[O:24])=[C:17]([O:21][CH3:22])[CH:18]=[C:19]([CH3:20])[C:12]=3[C:11](=[O:25])[O:10][C:9]=2[C:8]([CH3:26])=[C:7]([O:27][CH3:28])[CH:6]=1)=[O:4].Cl.O1CC[CH2:32][CH2:31]1>>[CH3:1][O:2][C:3]([C:5]1[C:15]2[O:14][C:13]3[C:16]([CH:23]([OH:24])[CH2:31][CH3:32])=[C:17]([O:21][CH3:22])[CH:18]=[C:19]([CH3:20])[C:12]=3[C:11](=[O:25])[O:10][C:9]=2[C:8]([CH3:26])=[C:7]([O:27][CH3:28])[CH:6]=1)=[O:4]. Reported procedure: The compound from Example 3 (0.15 mmol) was dissolved in absolute tetrahydrofuran. A solution of 2M Grignard reagent (0.7 ml, 1.4 mmol) in tetrahydrofuran was added under ice bath. The mixture was stirred for 1 h. Upon completion, 2 ml of 1N hydrochloric acid was added, and the mixture was extracted with methylene chloride. The organic layer was subsequently washed with water and saturated brine, dried over anhydrous MgSO4, filtered and evaporated by a rotatory evaporator. After chromatographic ...